From a dataset of the Open Reaction Database (ORD), a public repository of structured organic reaction records. describe an organic reaction: reactants, conditions, products, and yield Starting materials: C1CNCCN1, Cc1ccccc1, O=C1CCC(C2CCCCC2)C(=O)C1. The product is O=C1C=C(N2CCNCC2)C(C2CCCCC2)CC1. Reaction SMILES: [CH2:15]1[CH2:16][NH:17][CH2:18][CH2:19][NH:20]1.[CH3:21][c:22]1[cH:23][cH:24][cH:25][cH:26][cH:27]1.[O:1]=[C:2]1[CH2:3][C:4](=[O:14])[CH2:5][CH2:6][CH:7]1[CH:8]1[CH2:9][CH2:10][CH2:11][CH2:12][CH2:13]1>>[C:2]1([N:17]2[CH2:16][CH2:15][NH:20][CH2:19][CH2:18]2)=[CH:3][C:4](=[O:14])[CH2:5][CH2:6][CH:7]1[CH:8]1[CH2:9][CH2:10][CH2:11][CH2:12][CH2:13]1. Starting materials: CNC(=O)c1c2cc(C3CC3)c(N(C3CCNC3)S(C)(=O)=O)cc2nn1-c1ccc(Br)cc1, CS(=O)(=O)Cl, CCN(C(C)C)C(C)C, ClCCl. Product: CNC(=O)c1c2cc(C3CC3)c(N(C3CCN(S(C)(=O)=O)C3)S(C)(=O)=O)cc2nn1-c1ccc(Br)cc1. RXN SMILES: [Br:1][c:2]1[cH:3][cH:4][c:5](-[n:8]2[n:9][c:10]3[cH:11][c:12]([N:24]([CH:25]4[CH2:26][NH:27][CH2:28][CH2:29]4)[S:30](=[O:31])(=[O:32])[CH3:33])[c:13]([CH:21]4[CH2:22][CH2:23]4)[cH:14][c:15]3[c:16]2[C:17](=[O:18])[NH:19][CH3:20])[cH:6][cH:7]1.[CH3:43][S:44]([Cl:45])(=[O:46])=[O:47].[CH:34]([N:35]([CH2:36][CH3:37])[CH:38]([CH3:39])[CH3:40])([CH3:41])[CH3:42].[Cl:48][CH2:49][Cl:50]>>[Br:1][c:2]1[cH:3][cH:4][c:5](-[n:8]2[n:9][c:10]3[cH:11][c:12]([N:24]([CH:25]4[CH2:26][N:27]([S:44]([CH3:43])(=[O:46])=[O:47])[CH2:28][CH2:29]4)[S:30](=[O:31])(=[O:32])[CH3:33])[c:13]([CH:21]4[CH2:22][CH2:23]4)[cH:14][c:15]3[c:16]2[C:17](=[O:18])[NH:19][CH3:20])[cH:6][cH:7]1. Reactants: C(C)(C)(C)OC(=O)N1CCN(CC1)C(C(=CC1=C(C=C(C=C1)C)C)C(C)=O)=O (4-[2-acetyl-3-(2,4-dimethylphenyl)-2-propenoyl]-1-piperazinecarboxylic acid t-butyl ester), C1(=CC=CC=C1)C(CCOC(\C=C(\C)/N)=O)C1=CC=CC=C1 (3-aminocrotonate (3,3-diphenylpropyl) ester). The solvent is CC(C)O (2-propanol). The product is C(C)(C)(C)OC(=O)N1CCN(CC1)C(=O)C1=C(NC(=C(C1C1=C(C=C(C=C1)C)C)C(=O)OCCC(C1=CC=CC=C1)C1=CC=CC=C1)C)C (4-[4-(2,4-dimethylphenyl)-5-(3,3-diphenylpropoxycarbonyl)-2,6-dimethyl-1,4-dihydropyridine-3-carbonyl] piperazine-1-carboxylic acid-t-butyl ester). As a reaction SMILES: [C:1]([O:5][C:6]([N:8]1[CH2:13][CH2:12][N:11]([C:14](=[O:28])[C:15]([C:25](=O)[CH3:26])=[CH:16][C:17]2[CH:22]=[CH:21][C:20]([CH3:23])=[CH:19][C:18]=2[CH3:24])[CH2:10][CH2:9]1)=[O:7])([CH3:4])([CH3:3])[CH3:2].[C:29]1([CH:35]([C:45]2[CH:50]=[CH:49][CH:48]=[CH:47][CH:46]=2)[CH2:36][CH2:37][O:38][C:39](=[O:44])/[CH:40]=[C:41](\[NH2:43])/[CH3:42])[CH:34]=[CH:33][CH:32]=[CH:31][CH:30]=1>CC(O)C>[C:1]([O:5][C:6]([N:8]1[CH2:9][CH2:10][N:11]([C:14]([C:15]2[CH:16]([C:17]3[CH:22]=[CH:21][C:20]([CH3:23])=[CH:19][C:18]=3[CH3:24])[C:40]([C:39]([O:38][CH2:37][CH2:36][CH:35]([C:45]3[CH:50]=[CH:49][CH:48]=[CH:47][CH:46]=3)[C:29]3[CH:30]=[CH:31][CH:32]=[CH:33][CH:34]=3)=[O:44])=[C:41]([CH3:42])[NH:43][C:25]=2[CH3:26])=[O:28])[CH2:12][CH2:13]1)=[O:7])([CH3:4])([CH3:3])[CH3:2]. Procedure details: 648 mg (1.67 mmol) of 4-[2-acetyl-3-(2,4-dimethylphenyl)-2-propenoyl]-1-piperazinecarboxylic acid t-butyl ester and 493 mg (1.67 mmol) of 3-aminocrotonate (3,3-diphenylpropyl) ester were heated and stirred in 5 ml of 2-propanol at 80° C. for two nights. After evaporating 2-propanol under reduced pressure, the residue was purified by the silica gel chromatography (hexane/ethyl acetate=5/1 to 1/9) to obtain the title compound. The reactants are ClC1=CC2=C(SC(=C2C)C2NCCNC2)C=C1 (2-(5-chloro-3-methylbenzo[b]-thien-2-yl)piperazine), ClC1=C(C=C2C(C(=CN(C2=C1)CC)C(=O)O)=O)F (7-chloro-1-ethyl-6-fluoro-1,4-dihydro-4-oxo-3-quinolinecarboxylic acid). The solvent is N1=CC=CC=C1 (pyridine). The product is ClC1=CC2=C(SC(=C2C)C2CN(CCN2)C2=C(C=C3C(C(=CN(C3=C2)CC)C(=O)O)=O)F)C=C1 (7-[3-(5-Chloro-3-methylbenzo[b]thien-2-yl)-1-piperazinyl]-1-ethyl-6-fluoro-1,4-dihydro-4-oxo-3-quinolinecarboxylic acid). Reaction SMILES: [Cl:1][C:2]1[CH:17]=[CH:16][C:5]2[S:6][C:7]([CH:10]3[CH2:15][NH:14][CH2:13][CH2:12][NH:11]3)=[C:8]([CH3:9])[C:4]=2[CH:3]=1.Cl[C:19]1[CH:28]=[C:27]2[C:22]([C:23](=[O:34])[C:24]([C:31]([OH:33])=[O:32])=[CH:25][N:26]2[CH2:29][CH3:30])=[CH:21][C:20]=1[F:35]>N1C=CC=CC=1>[Cl:1][C:2]1[CH:17]=[CH:16][C:5]2[S:6][C:7]([CH:10]3[NH:11][CH2:12][CH2:13][N:14]([C:19]4[CH:28]=[C:27]5[C:22]([C:23](=[O:34])[C:24]([C:31]([OH:33])=[O:32])=[CH:25][N:26]5[CH2:29][CH3:30])=[CH:21][C:20]=4[F:35])[CH2:15]3)=[C:8]([CH3:9])[C:4]=2[CH:3]=1. Procedure: A 3.0 g portion of 2-(5-chloro-3-methylbenzo[b]-thien-2-yl)piperazine was added to 5 ml of pyridine. A 1.01 g portion of 7-chloro-1-ethyl-6-fluoro-1,4-dihydro-4-oxo-3-quinolinecarboxylic acid was added and the mixture was heated in a pressure bottle, under argon at 130°-135° C. for 18 hours, then cooled and placed in an ice bath. The resulting crystals were collected, washed with cold pyridine, dichloromethane and ether and recrystallized from dimethylformamide, giving 401 mg of the desired prod... Starting materials: C1CCOC1, COC(=O)CCC1=CCCNC1=O, CBr, C[Si](C)(C)[N-][Si](C)(C)C, [Na+]. Product: COC(=O)CCC1=CCCN(C)C1=O. As a reaction SMILES: [CH2:26]1[O:27][CH2:28][CH2:29][CH2:30]1.[CH3:11][O:12][C:13]([CH2:14][CH2:15][C:16]1=[CH:21][CH2:20][CH2:19][NH:18][C:17]1=[O:22])=[O:23].[CH3:24][Br:25].[CH3:2][Si:3]([N-:4][Si:5]([CH3:6])([CH3:7])[CH3:8])([CH3:9])[CH3:10].[Na+:1]>>[CH3:11][O:12][C:13]([CH2:14][CH2:15][C:16]1=[CH:21][CH2:20][CH2:19][N:18]([CH3:24])[C:17]1=[O:22])=[O:23]. Starting materials: ClCCCl, CCOC(C)=O, Nc1ccc(Oc2ccnc3cc(C(=O)N4CCCC4)sc23)c(F)c1, O=C(O)CC(=O)Nc1ccccc1, CN(C)C=O, On1nnc2ccccc21. Product: O=C(CC(=O)Nc1ccc(Oc2ccnc3cc(C(=O)N4CCCC4)sc23)c(F)c1)Nc1ccccc1. As a reaction SMILES: [CH2:36]([Cl:37])[CH2:38][Cl:39].[CH3:58][CH2:59][O:60][C:61]([CH3:62])=[O:63].[NH2:1][c:2]1[cH:3][c:4]([F:25])[c:5]([O:6][c:7]2[c:8]3[c:9]([n:10][cH:11][cH:12]2)[cH:13][c:14]([C:16](=[O:17])[N:18]2[CH2:19][CH2:20][CH2:21][CH2:22]2)[s:15]3)[cH:23][cH:24]1.[O:40]=[C:41]([CH2:42][C:43](=[O:44])[OH:45])[NH:46][c:47]1[cH:48][cH:49][cH:50][cH:51][cH:52]1.[O:53]=[CH:54][N:55]([CH3:56])[CH3:57].[OH:26][n:27]1[c:28]2[c:29]([cH:30][cH:31][cH:32][cH:33]2)[n:34][n:35]1>>[NH:1]([c:2]1[cH:3][c:4]([F:25])[c:5]([O:6][c:7]2[c:8]3[c:9]([n:10][cH:11][cH:12]2)[cH:13][c:14]([C:16](=[O:17])[N:18]2[CH2:19][CH2:20][CH2:21][CH2:22]2)[s:15]3)[cH:23][cH:24]1)[C:43]([CH2:42][C:41](=[O:40])[NH:46][c:47]1[cH:48][cH:49][cH:50][cH:51][cH:52]1)=[O:44]. The reactants are C(C)C(/C=C/C1=C(C=C(C=C1)C(CC)(C1=CC(=C(C=C1)B1OC(C(O1)(C)C)(C)C)C)CC)C)(CC)O ((E)-3-ethyl-1-(4-{1-ethyl-1-[3-methyl-4-(4,4,5,5-tetramethyl-[1,3,2]dioxaborolan-2-yl)-phenyl]-propyl}-2-methyl-phenyl)-1-penten-3-ol), [H][H] (hydrogen). The reagents and catalysts are [C].[Pd] (palladium carbon). Run in CO (methanol), C(C)(=O)OCC (ethyl acetate). Product: C(C)C(CCC1=C(C=C(C=C1)C(CC)(C1=CC(=C(C=C1)B1OC(C(O1)(C)C)(C)C)C)CC)C)(CC)O (3-ethyl-1-(4-{1-ethyl-1-[3-methyl-4-(4,4,5,5-tetramethyl-[1,3,2]dioxaborolan-2-yl)-phenyl]-propyl}-2-methyl-phenyl)-pentan-3-ol). Isolated yield 98.2%. Reaction SMILES: [CH2:1]([C:3]([OH:36])([CH2:34][CH3:35])/[CH:4]=[CH:5]/[C:6]1[CH:11]=[CH:10][C:9]([C:12]([CH2:31][CH3:32])([C:15]2[CH:20]=[CH:19][C:18]([B:21]3[O:25][C:24]([CH3:27])([CH3:26])[C:23]([CH3:29])([CH3:28])[O:22]3)=[C:17]([CH3:30])[CH:16]=2)[CH2:13][CH3:14])=[CH:8][C:7]=1[CH3:33])[CH3:2].[H][H]>CO.C(OCC)(=O)C.[C].[Pd]>[CH2:1]([C:3]([OH:36])([CH2:34][CH3:35])[CH2:4][CH2:5][C:6]1[CH:11]=[CH:10][C:9]([C:12]([CH2:13][CH3:14])([C:15]2[CH:20]=[CH:19][C:18]([B:21]3[O:25][C:24]([CH3:26])([CH3:27])[C:23]([CH3:28])([CH3:29])[O:22]3)=[C:17]([CH3:30])[CH:16]=2)[CH2:31][CH3:32])=[CH:8][C:7]=1[CH3:33])[CH3:2] |f:4.5|. Reported procedure: 10% palladium carbon (50 mg) was added to a solution of (E)-3-ethyl-1-(4-{1-ethyl-1-[3-methyl-4-(4,4,5,5-tetramethyl-[1,3,2]dioxaborolan-2-yl)-phenyl]-propyl-2-methyl-phenyl)-1-penten-3-ol (Example 28; 150 mg, 0.306 mmol) in methanol (6 mL) and ethyl acetate (1.5 mL), and the mixture was stirred in a hydrogen atmosphere at room temperature for three hours. Then, the reaction mixture was filtered through celite, and the filtrate was concentrated under reduced pressure. The resulting residue was p...